Dataset: the Open Reaction Database (ORD), a public repository of structured organic reaction records. Task: describe an organic reaction: reactants, conditions, products, and yield Reactants: C(CO)(=O)O (glycolic acid), C(CN)N (ethylenediamine), C(C(C)C)(=O)O (isobutyric acid), flavin mononucleotide, C(CO)(=O)[O-] (glycolate). Solvent: solution. Run at temperature 5 celsius, time 23 hour. The product is C(C=O)(=O)O (glyoxylic acid), C(C(=O)O)(=O)O (oxalic acid). Reaction SMILES: [C:1]([OH:5])(=[O:4])[CH2:2][OH:3].C(N)CN.C(O)(=[O:14])C(C)C.[C:16]([O-:20])(=[O:19])[CH2:17][OH:18]>>[C:1]([OH:5])(=[O:4])[CH:2]=[O:3].[C:17]([OH:14])(=[O:18])[C:16]([OH:20])=[O:19]. Reported procedure: A 300-mL EZE-Seal stirred autoclave reactor equipped with Dispersimax Impeller (Autoclave Engineers) was charged with 100 mL of a solution containing glycolic acid (0.750M), ethylenediamine (0.863M), isobutyric acid (0.100M, HPLC internal standard), and flavin mononucleotide (0.01 mM), at pH 9.2, and the solution cooled to 5° C. To the reactor was then added 30 g of E. coli transformant d01 (72 IU glycolate oxidase and 29,600 IU catalase), and the mixture stirred at 1000 rpm, which bubbled oxyge... Yields the product C(C)OP(=S)(OCC)N(S(=O)CNC(=O)ON=C(C)SC)C1CCCC1 (Methyl N-[[[[[(diethoxyphosphinothioyl)cyclopentylamino]sulfinyl]methylamino]carbonyl]oxy]ethanimidothioate), colorless prisms. Solvent: N1=CC=CC=C1 (pyridine). As a reaction SMILES: [CH3:1][NH:2][C:3]([O:5][N:6]=[C:7]([S:9][CH3:10])[CH3:8])=[O:4].[S:11](Cl)(Cl)=[O:12].[CH:15]1([NH:20][P:21](=[S:28])([O:25][CH2:26][CH3:27])[O:22][CH2:23][CH3:24])[CH2:19][CH2:18][CH2:17][CH2:16]1>N1C=CC=CC=1>[CH2:23]([O:22][P:21]([N:20]([CH:15]1[CH2:16][CH2:17][CH2:18][CH2:19]1)[S:11]([CH2:1][NH:2][C:3]([O:5][N:6]=[C:7]([S:9][CH3:10])[CH3:8])=[O:4])=[O:12])([O:25][CH2:26][CH3:27])=[S:28])[CH3:24]. Procedure details: Methyl N-[[[[[(diethoxyphosphinothioyl)cyclopentylamino]sulfinyl]methylamino]carbonyl]oxy]ethanimidothioate was prepared by the procedure employed in Example 9, by reaching methyl N-[[(methylamino)carbonyl]oxy]ethanimidothioate (2.43 g, 0.015 mole), thionyl chloride (1.79 g, 0.015 mole) and O,O-diethyl cyclopentylphosphoramidothioate (3.56 g, 0.015 mole) in pyridine. Recrystallization from cyclohexane afforded 1.0 g of colorless prisms of the formula below, mp 79~80°. ##STR29## Reactants: C1(CCCC1)NP(OCC)(OCC)=S (O,O-diethyl cyclopentylphosphoramidothioate), CNC(=O)ON=C(C)SC (methyl N-[[(methylamino)carbonyl]oxy]ethanimidothioate), S(=O)(Cl)Cl (thionyl chloride). The reactants are CC(=CCN1CCN(c2cc(C(F)(F)F)nc(C(C)(C)C)n2)CC1)Cn1cc(C)c(=O)[nH]c1=O, CO, [H][H]. Yields the product Cc1cn(CC(C)CCN2CCN(c3cc(C(F)(F)F)nc(C(C)(C)C)n3)CC2)c(=O)[nH]c1=O. Reaction SMILES: [C:1]([CH3:2])([CH3:3])([CH3:4])[c:5]1[n:6][c:7]([C:31]([F:32])([F:33])[F:34])[cH:8][c:9]([N:11]2[CH2:12][CH2:13][N:14]([CH2:17][CH:18]=[C:19]([CH2:20][n:21]3[c:22](=[O:29])[nH:23][c:24](=[O:28])[c:25]([CH3:27])[cH:26]3)[CH3:30])[CH2:15][CH2:16]2)[n:10]1.[CH3:37][OH:38].[H:35][H:36]>>[C:1]([CH3:2])([CH3:3])([CH3:4])[c:5]1[n:6][c:7]([C:31]([F:32])([F:33])[F:34])[cH:8][c:9]([N:11]2[CH2:12][CH2:13][N:14]([CH2:17][CH2:18][CH:19]([CH2:20][n:21]3[c:22](=[O:29])[nH:23][c:24](=[O:28])[c:25]([CH3:27])[cH:26]3)[CH3:30])[CH2:15][CH2:16]2)[n:10]1.